The task is: describe an organic reaction: reactants, conditions, products, and yield. This data is from the Open Reaction Database (ORD), a public repository of structured organic reaction records. Reactants: N1C=NC=C1 (imidazole), C(OCC)(OCC)OCC (triethyl orthoformate), C1(=CC=C(C=C1)S(=O)(=O)O)C (4-toluenesulphonic acid). Reaction conditions: temperature 130 celsius, time 16 hour. Product: C(C)OC(N1C=NC=C1)OCC (imidazole-l-carboxaldehyde diethyl acetal). RXN SMILES: [NH:1]1[CH:5]=[CH:4][N:3]=[CH:2]1.[CH:6](OCC)([O:10][CH2:11][CH3:12])[O:7][CH2:8][CH3:9].C1(C)C=CC(S(O)(=O)=O)=CC=1>>[CH2:8]([O:7][CH:6]([O:10][CH2:11][CH3:12])[N:1]1[CH:5]=[CH:4][N:3]=[CH:2]1)[CH3:9]. Procedure details: A mixture of imidazole (12.81 g), triethyl orthoformate (133 ml) and 4-toluenesulphonic acid (1 g) was stirred and heated to 130° C. for 3 hours. The mixture was stored at ambient temperature for 16 hours. The triethyl orthoformate was evaporated and the residue was distilled under vacuum to give imidazole-l-carboxaldehyde diethyl acetal (3.44 g). Reactants: Cc1ccc(S(=O)(=O)OCC(CC(=O)OC(C)(C)C)Nc2ccc(C#N)c(Cl)c2)cc1, [N-]=[N+]=[N-], [Na+], CN(C)C=O, O. The product is CC(C)(C)OC(=O)CC(CN=[N+]=[N-])Nc1ccc(C#N)c(Cl)c1. Reaction SMILES: [Cl:1][c:2]1[cH:3][c:4]([NH:10][CH:11]([CH2:12][C:13](=[O:14])[O:15][C:16]([CH3:17])([CH3:18])[CH3:19])[CH2:20][O:21][S:22]([c:23]2[cH:24][cH:25][c:26]([CH3:27])[cH:28][cH:29]2)(=[O:30])=[O:31])[cH:5][cH:6][c:7]1[C:8]#[N:9].[N-:33]=[N+:34]=[N-:35].[Na+:32].[O:36]=[CH:37][N:38]([CH3:39])[CH3:40].[OH2:41]>>[Cl:1][c:2]1[cH:3][c:4]([NH:10][CH:11]([CH2:12][C:13](=[O:14])[O:15][C:16]([CH3:17])([CH3:18])[CH3:19])[CH2:20][N:33]=[N+:34]=[N-:35])[cH:5][cH:6][c:7]1[C:8]#[N:9]. Reaction SMILES: [CH3:1][N:2]1[CH:6]=[CH:5][N:4]=[N:3]1.C([Li])CCC.[CH3:12][C:13]1[S:14][C:15]([CH:19]=[O:20])=[C:16]([CH3:18])[N:17]=1>C1COCC1>[CH3:1][N:2]1[CH:6]=[CH:5][N:4]=[N:3]1.[CH3:12][C:13]1[S:14][C:15]([CH:19]([C:6]2[N:2]([CH3:1])[N:3]=[N:4][CH:5]=2)[OH:20])=[C:16]([CH3:18])[N:17]=1. Reaction conditions: temperature -40 celsius, time 60 minute. Starting materials: aldehyde, CN1N=NC=C1 (1-methyl-1H-1,2,3-triazole), C(CCC)[Li] (n-butyllithium), CC=1SC(=C(N1)C)C=O (2,4-dimethylthiazole-5-carbaldehyde). Solvent: C1CCOC1 (THF), C1CCOC1 (THF). Product: CN1N=NC=C1 (1-Methyl-1H-1,2,3-triazole), CC=1SC(=C(N1)C)C(O)C1=CN=NN1C ((2,4-Dimethylthiazol-5-yl)(1-methyl-1H-1,2,3-triazol-5-yl)methanol). Procedure: 1-Methyl-1H-1,2,3-triazole was prepared according to the literature reference WO2008/98104. To a 2 L flask containing 1-methyl-1H-1,2,3-triazole (9 g, 108.3 mmol) was added THF (1500 mL) and the solution was cooled to −40° C. To this colorless homogeneous solution was added n-butyllithium (2.5 M in hexanes, 45 mL, 112.5 mmol) dropwise which immediately afforded a dark brown viscous mixture. The mixture was kept between −10 to −20° C. for 60 minutes, then a THF solution of 2,4-dimethylthiazole-5-... The reactants are CC=1OC2=C(C=CC=C2C(C1)=O)C=C(C(C)=O)C(C)=O (3-[(2-methyl-4-oxo-4H-chromen-8-yl)methylene]pentane-2,4-dione), C(C)OC1=CC(=NC(=N1)N)N (6-ethoxypyrimidine-2,4-diamine). The solvent is C(C)(C)O (isopropanol). Yields the product C(C)(=O)C=1C(C2=C(N=C(N=C2OCC)N)NC1C)C=1C=CC=C2C(C=C(OC12)C)=O (8-(6-Acetyl-2-amino-4-ethoxy-7-methyl-5,8-dihydropyrido[2,3-d]pyrimidin-5-yl)-2-methyl-4H-chromen-4-one). As a reaction SMILES: [CH3:1][C:2]1[O:3][C:4]2[C:9]([C:10](=[O:12])[CH:11]=1)=[CH:8][CH:7]=[CH:6][C:5]=2[CH:13]=[C:14]([C:18](=[O:20])[CH3:19])[C:15](=O)[CH3:16].[CH2:21]([O:23][C:24]1[N:29]=[C:28]([NH2:30])[N:27]=[C:26]([NH2:31])[CH:25]=1)[CH3:22]>C(O)(C)C>[C:18]([C:14]1[CH:13]([C:5]2[CH:6]=[CH:7][CH:8]=[C:9]3[C:4]=2[O:3][C:2]([CH3:1])=[CH:11][C:10]3=[O:12])[C:25]2[C:24]([O:23][CH2:21][CH3:22])=[N:29][C:28]([NH2:30])=[N:27][C:26]=2[NH:31][C:15]=1[CH3:16])(=[O:20])[CH3:19]. Reported procedure: 270 mg (1 mmol) of 3-[(2-methyl-4-oxo-4H-chromen-8-yl)methylene]pentane-2,4-dione and 170 mg (1.1 mmol) of 6-ethoxypyrimidine-2,4-diamine are dissolved in 5 ml of isopropanol and heated under reflux under argon for 2 days. The mixture is then concentrated and the residue is purified by preparative HPLC. 230 mg (56% of theory) of the title compound are obtained as a yellow solid. The reactants are Br (HBr), C(=O)([O-])[O-].[Na+].[Na+] (Na2CO3), C(C)C1=C(N=NC(=C1)C1=CC=CC=C1)NC1=CC=C(C=C1)OC (4-ethyl-N-(4-methoxyphenyl)-6-phenylpyridazin-3-amine), ice water. Run in CC(=O)O (AcOH). Reaction conditions: temperature 140 celsius. Yields the product C(C)C1=C(N=NC(=C1)C1=CC=CC=C1)NC1=CC=C(C=C1)O (4-(4-ethyl-6-phenylpyridazin-3-ylamino)phenol). As a reaction SMILES: Br.[CH2:2]([C:4]1[CH:9]=[C:8]([C:10]2[CH:15]=[CH:14][CH:13]=[CH:12][CH:11]=2)[N:7]=[N:6][C:5]=1[NH:16][C:17]1[CH:22]=[CH:21][C:20]([O:23]C)=[CH:19][CH:18]=1)[CH3:3].C([O-])([O-])=O.[Na+].[Na+]>CC(O)=O>[CH2:2]([C:4]1[CH:9]=[C:8]([C:10]2[CH:15]=[CH:14][CH:13]=[CH:12][CH:11]=2)[N:7]=[N:6][C:5]=1[NH:16][C:17]1[CH:18]=[CH:19][C:20]([OH:23])=[CH:21][CH:22]=1)[CH3:3] |f:2.3.4|. Procedure details: A RBF was charged with 13.9 mL of 1:1 AcOH:HBr and 4-ethyl-N-(4-methoxyphenyl)-6-phenylpyridazin-3-amine (1.27 g, 4.16 mmol). The flask was fitted with a reflux condenser and was heated at 140° C. for 4 h. Upon cooling, the reaction mixture was poured into ice water and brought to neutral pH by careful addition of 2M aqueous Na2CO3. The resulting precipitate was filtered, washed with water and dried under vacuum to provide 4-(4-ethyl-6-phenylpyridazin-3-ylamino)phenol as a tan solid. MS m/z=292 ... The reactants are N#CC1(NC(=O)C2CC(S(=O)(=O)c3ccc(OCC(F)(F)F)cc3C(F)(F)F)CN2)CC1, FC(F)(F)c1nnc(Cl)s1. Yields the product N#CC1(NC(=O)C2CC(S(=O)(=O)c3ccc(OCC(F)(F)F)cc3C(F)(F)F)CN2c2nnc(C(F)(F)F)s2)CC1. Reaction SMILES: [C:1](#[N:2])[C:3]1([NH:6][C:7](=[O:8])[CH:9]2[NH:10][CH2:11][CH:12]([S:14](=[O:15])(=[O:16])[c:17]3[c:18]([C:29]([F:30])([F:31])[F:32])[cH:19][c:20]([O:23][CH2:24][C:25]([F:26])([F:27])[F:28])[cH:21][cH:22]3)[CH2:13]2)[CH2:4][CH2:5]1.[Cl:33][c:34]1[s:35][c:36]([C:39]([F:40])([F:41])[F:42])[n:37][n:38]1>>[C:1](#[N:2])[C:3]1([NH:6][C:7](=[O:8])[CH:9]2[N:10]([c:34]3[s:35][c:36]([C:39]([F:40])([F:41])[F:42])[n:37][n:38]3)[CH2:11][CH:12]([S:14](=[O:15])(=[O:16])[c:17]3[c:18]([C:29]([F:30])([F:31])[F:32])[cH:19][c:20]([O:23][CH2:24][C:25]([F:26])([F:27])[F:28])[cH:21][cH:22]3)[CH2:13]2)[CH2:4][CH2:5]1. Reactants: CC1CN(C(=O)OC(C)(C)C)CCN1, CCN(C(C)C)C(C)C, N#Cc1ccc(F)cc1C(F)(F)F, CN(C)C=O, O. Yields the product CC1CN(C(=O)OC(C)(C)C)CCN1c1ccc(C#N)c(C(F)(F)F)c1. RXN SMILES: [CH3:1][CH:2]1[CH2:3][N:4]([C:8](=[O:9])[O:10][C:11]([CH3:12])([CH3:13])[CH3:14])[CH2:5][CH2:6][NH:7]1.[CH:28]([N:29]([CH:30]([CH3:31])[CH3:32])[CH2:33][CH3:34])([CH3:35])[CH3:36].[F:15][c:16]1[cH:17][c:18]([C:24]([F:25])([F:26])[F:27])[c:19]([C:20]#[N:21])[cH:22][cH:23]1.[O:37]=[CH:38][N:39]([CH3:40])[CH3:41].[OH2:42]>>[CH3:1][CH:2]1[CH2:3][N:4]([C:8](=[O:9])[O:10][C:11]([CH3:12])([CH3:13])[CH3:14])[CH2:5][CH2:6][N:7]1[c:16]1[cH:17][c:18]([C:24]([F:25])([F:26])[F:27])[c:19]([C:20]#[N:21])[cH:22][cH:23]1. The reactants are O (water), C([O-])([O-])=O.[K+].[K+] (potassium carbonate), [N+](=O)([O-])C1=CC=C2C(=CNC2=C1)CC#N ((6-Nitro-1H-indol-3-yl)-acetonitrile), CI (methyl iodide). Isolated yield 98.8%. Run in CN(C=O)C (dimethylformamide). Conditions: time 40 minute. Product: CN1C=C(C2=CC=C(C=C12)[N+](=O)[O-])CC#N ((1-Methyl-6-nitro-1H-indol-3-yl)-acetonitrile). Reported procedure: 65.5 g (0.474 mol) of powdered potassium carbonate was added to a solution of 28.9 g (0.143 mol) of (6-nitro-1H-indol-3,yl)-acetonitrile (13) from Step C above in 230 ml of dimethylformamide at room temperature. The suspension was stirred for 40 minutes then 25.48 g (0.179 mol) of methyl iodide was added dropwise over 65 minutes. After stirring at room temperature over night the reaction mixture was cooled and poured into a total of 600 ml of water. The precipitate was filtered, washed with a li... Reaction SMILES: C(=O)([O-])[O-].[K+].[K+].[N+:7]([C:10]1[CH:18]=[C:17]2[C:13]([C:14]([CH2:19][C:20]#[N:21])=[CH:15][NH:16]2)=[CH:12][CH:11]=1)([O-:9])=[O:8].[CH3:22]I.O>CN(C)C=O>[CH3:22][N:16]1[C:17]2[C:13](=[CH:12][CH:11]=[C:10]([N+:7]([O-:9])=[O:8])[CH:18]=2)[C:14]([CH2:19][C:20]#[N:21])=[CH:15]1 |f:0.1.2|. Starting materials: [N+](=O)(O)[O-] (nitric acid), Cl.C12(CC3CC(CC(C1)C3)C2)N (1-adamantanamine hydrochloride), [OH-].[Na+] (NaOH). The solvent is S(O)(O)(=O)=O (sulfuric acid). Conditions: temperature 10 celsius, time 4 hour. Yields the product OC12CC3(CC(CC(C1)C3)C2)N (3-hydroxytricyclo[3.3.1.13,7 ]decan-1-amine). RXN SMILES: [N+]([O-])(O)=O.Cl.[C:6]12([NH2:16])[CH2:15][CH:10]3[CH2:11][CH:12]([CH2:14][CH:8]([CH2:9]3)[CH2:7]1)[CH2:13]2.[OH-:17].[Na+]>S(=O)(=O)(O)O>[OH:17][C:8]12[CH2:9][CH:10]3[CH2:11][CH:12]([CH2:13][C:6]([NH2:16])([CH2:15]3)[CH2:7]1)[CH2:14]2 |f:1.2,3.4|. Reported procedure: To a mixture of 150 ml of concentrated sulfuric acid and 15 ml of concentrated nitric acid, cooled to 10° C. is added 10 g (0.053 moles) of 1-adamantanamine hydrochloride over 5 minutes. This mixture is stirred in an ice bath for 4 hours. The reaction is then poured over ice and the pH adjusted to pH 10 using 50% NaOH. The product is extracted into chloroform which is dried over MgSO4 and then evaporated to dryness. The residue is recrystallized from ethyl acetate to give 3-hydroxytricyclo[3.3.1...